This data is from the Open Reaction Database (ORD), a public repository of structured organic reaction records. The task is: describe an organic reaction: reactants, conditions, products, and yield Reactants: C(C)(C)(C)OC(N[C@@H](C)C1=CC(=CC=C1)N1CC(OCC1)CO)=O ((S)-{1-[3-(2-hydroxymethyl-morpholin-4-yl)phenyl]-ethyl}-carbamic acid tert-butyl ester), Cl (hydrochloric acid). Conditions: time 8 hour. The product is NC(C)C=1C=C(C=CC1)N1C[C@H](OCC1)CO ((S)-{4-[3-(1-Amino-ethyl)-phenyl]-morpholin-2-yl}-methanol), solid. Reaction SMILES: C(OC(=O)[NH:7][C@H:8]([C:10]1[CH:15]=[CH:14][CH:13]=[C:12]([N:16]2[CH2:21][CH2:20][O:19][CH:18]([CH2:22][OH:23])[CH2:17]2)[CH:11]=1)[CH3:9])(C)(C)C.Cl>>[NH2:7][CH:8]([C:10]1[CH:11]=[C:12]([N:16]2[CH2:21][CH2:20][O:19][C@H:18]([CH2:22][OH:23])[CH2:17]2)[CH:13]=[CH:14][CH:15]=1)[CH3:9]. Reported procedure: The mixture of (S)-{1-[3-(2-hydroxymethyl-morpholin-4-yl)phenyl]-ethyl}-carbamic acid tert-butyl ester (1.0 g, 3.4 mmol) and hydrochloric acid (1.0M solution in diethyl ether) (10.2 mmol, 3eq) was stirred at room temperature overnight. Concentrated under vacuum and the title compound was obtained as pale red solid (quantitative yield) ready for use for next step without purification. The reactants are [BH4-], Cn1cc(C=O)c2ccccc21, CCO, NS(N)(=O)=O, [Na+], O. The product is Cn1cc(CNS(N)(=O)=O)c2ccccc21. RXN SMILES: [BH4-:18].[CH3:1][n:2]1[cH:3][c:4]([CH:11]=[O:12])[c:5]2[cH:6][cH:7][cH:8][cH:9][c:10]12.[CH3:20][CH2:21][OH:22].[NH2:13][S:14]([NH2:15])(=[O:16])=[O:17].[Na+:19].[OH2:23]>>[CH3:1][n:2]1[cH:3][c:4]([CH2:11][NH:13][S:14]([NH2:15])(=[O:16])=[O:17])[c:5]2[cH:6][cH:7][cH:8][cH:9][c:10]12.